From a dataset of the Open Reaction Database (ORD), a public repository of structured organic reaction records. describe an organic reaction: reactants, conditions, products, and yield Starting materials: ClC1=NC(=C2N=CN(C2=N1)CC(C)C)NC1=CC=C(C=C1)Cl ((2-chloro-9-isobutyl-9H-purin-6-yl)(4-chloro-phenyl)-amine), O.NN (hydrazine monohydrate). Yields the product ClC1=CC=C(C=C1)NC1=C2N=CN(C2=NC(=N1)NN)CC(C)C ((4-Chloro-phenyl)-(2-hydrazino-9-isobutyl-9H-purin-6-yl)-amine). RXN SMILES: Cl[C:2]1[N:10]=[C:9]2[C:5]([N:6]=[CH:7][N:8]2[CH2:11][CH:12]([CH3:14])[CH3:13])=[C:4]([NH:15][C:16]2[CH:21]=[CH:20][C:19]([Cl:22])=[CH:18][CH:17]=2)[N:3]=1.O.[NH2:24][NH2:25]>>[Cl:22][C:19]1[CH:20]=[CH:21][C:16]([NH:15][C:4]2[N:3]=[C:2]([NH:24][NH2:25])[N:10]=[C:9]3[C:5]=2[N:6]=[CH:7][N:8]3[CH2:11][CH:12]([CH3:14])[CH3:13])=[CH:17][CH:18]=1 |f:1.2|. Reported procedure: Was prepared according to Example 8 from (2-chloro-9-isobutyl-9H-purin-6-yl)(4-chloro-phenyl)-amine and hydrazine monohydrate. Reaction SMILES: [CH3:1][O:2][C:3](=[O:4])[c:5]1[s:6][c:7](-[c:11]2[cH:12][cH:13][cH:14][cH:15][cH:16]2)[cH:8][c:9]1[NH2:10].[Cl:17][c:18]1[cH:19][cH:20][c:21]([C:22](=[O:23])[Cl:24])[cH:25][cH:26]1.[cH:27]1[cH:28][cH:29][n:30][cH:31][cH:32]1>>[CH3:1][O:2][C:3](=[O:4])[c:5]1[s:6][c:7](-[c:11]2[cH:12][cH:13][cH:14][cH:15][cH:16]2)[cH:8][c:9]1[NH:10][C:22]([c:21]1[cH:20][cH:19][c:18]([Cl:17])[cH:26][cH:25]1)=[O:23]. The reactants are COC(=O)c1sc(-c2ccccc2)cc1N, O=C(Cl)c1ccc(Cl)cc1, c1ccncc1. Product: COC(=O)c1sc(-c2ccccc2)cc1NC(=O)c1ccc(Cl)cc1. The reactants are ClCCl, OC(c1cccnc1)c1ncn2ccsc12. The product is O=C(c1cccnc1)c1ncn2ccsc12. Reaction SMILES: [Cl:17][CH2:18][Cl:19].[n:1]1[cH:2][c:3]([CH:7]([c:8]2[n:9][cH:10][n:11]3[c:12]2[s:13][cH:14][cH:15]3)[OH:16])[cH:4][cH:5][cH:6]1>>[n:1]1[cH:2][c:3]([C:7]([c:8]2[n:9][cH:10][n:11]3[c:12]2[s:13][cH:14][cH:15]3)=[O:16])[cH:4][cH:5][cH:6]1. The reactants are OC[C@@H]1O[C@H](CN1C(=O)C1=C(C=CC(=C1)C)N1N=CC=N1)C ([(2S,5S)-2-(hydroxymethyl)-5-methyl-1,3-oxazolidin-3-yl][5-methyl-2-(2H-1,2,3-triazol-2-yl)phenyl]methanone), TEA, CS(=O)(=O)Cl (MsCl), ice water, ice water, FC=1C=CC(=NC1)C=1C=NNC1 (5-Fluoro-2-(1H-pyrazol-4-yl)pyridine), C(=O)([O-])[O-].[Cs+].[Cs+] (Cs2CO3), residue. Solvent: C(Cl)(Cl)Cl (CHCl3), O (Water), O (water). Run at time 1 hour. Yields the product FC=1C=CC(=NC1)C=1C=NN(C1)C[C@@H]1O[C@H](CN1C(=O)C1=C(C=CC(=C1)C)N1N=CC=N1)C ((−)-[(2S,5S)-2-{[4-(5-Fluoropyridin-2-yl)-1H-pyrazol-1-yl]methyl}-5-methyl-1,3-oxazolidin-3-yl][5-methyl-2-(2H-1,2,3-triazol-2-yl)phenyl]methanone). Isolated yield 44.7%. Reaction SMILES: O[CH2:2][C@H:3]1[N:7]([C:8]([C:10]2[CH:15]=[C:14]([CH3:16])[CH:13]=[CH:12][C:11]=2[N:17]2[N:21]=[CH:20][CH:19]=[N:18]2)=[O:9])[CH2:6][C@H:5]([CH3:22])[O:4]1.CS(Cl)(=O)=O.[F:28][C:29]1[CH:30]=[CH:31][C:32]([C:35]2[CH:36]=[N:37][NH:38][CH:39]=2)=[N:33][CH:34]=1.C([O-])([O-])=O.[Cs+].[Cs+]>C(Cl)(Cl)Cl.O>[F:28][C:29]1[CH:30]=[CH:31][C:32]([C:35]2[CH:39]=[N:38][N:37]([CH2:2][C@H:3]3[N:7]([C:8]([C:10]4[CH:15]=[C:14]([CH3:16])[CH:13]=[CH:12][C:11]=4[N:17]4[N:18]=[CH:19][CH:20]=[N:21]4)=[O:9])[CH2:6][C@H:5]([CH3:22])[O:4]3)[CH:36]=2)=[N:33][CH:34]=1 |f:3.4.5|. Reported procedure: By using ethyl(2RS,5S)-5-methyl-3-[5-methyl-2-(2H-1,2,3-triazol-2-yl)benzoyl]-1,3-oxazolidine-2-carboxylate obtained in Reference Example 5 (0.11 g, 0.33 mmol) as the raw material, the same procedure as in Reference Example 2 was carried out to obtain the diastereomer mixture of [2-(hydroxymethyl)-5-methyl-1,3-oxazolidin-3-yl][5-methyl-2-(2H-1,2,3-triazol-2-yl)phenyl]methanone (colorless oil). The obtained diastereomer mixture was purified by thin layer chromatography (1 mm, hexane/EtOAc=50/50) ... The reactants are Cc1cc(C#N)c(C(F)(F)F)cc1F, [Li+], [Li+], O=C([O-])[O-], CC1NCCC1C(C)(C)O. Product: Cc1cc(C#N)c(C(F)(F)F)cc1N1CCC(C(C)(C)O)C1C. Reaction SMILES: [F:1][c:2]1[cH:3][c:4]([C:11]([F:12])([F:13])[F:14])[c:5]([C:6]#[N:7])[cH:8][c:9]1[CH3:10].[Li+:25].[Li+:26].[O-:27][C:28](=[O:29])[O-:30].[OH:15][C:16]([CH3:17])([CH3:18])[CH:19]1[CH:20]([CH3:24])[NH:21][CH2:22][CH2:23]1>>[c:2]1([N:21]2[CH:20]([CH3:24])[CH:19]([C:16]([OH:15])([CH3:17])[CH3:18])[CH2:23][CH2:22]2)[cH:3][c:4]([C:11]([F:12])([F:13])[F:14])[c:5]([C:6]#[N:7])[cH:8][c:9]1[CH3:10].